The task is: describe an organic reaction: reactants, conditions, products, and yield. This data is from the Open Reaction Database (ORD), a public repository of structured organic reaction records. Reactants: C(C)OC(=O)C12CN(CC2CC1)C(=O)OCC1=CC=CC=C1 (1-ethoxycarbonyl-3-benzyloxycarbonyl-3-azabicyclo[3.2.0]heptane), [OH-].[Na+] (sodium hydroxide). Run in C(C)O (ethanol). Reaction conditions: time 2 hour. Product: C(C1=CC=CC=C1)OC(=O)N1CC2(CCC2C1)C(=O)O (3-Benzyloxycarbonyl-3-azabicyclo[3.2.0]heptane-1-carboxylicacid). Reaction SMILES: C([O:3][C:4]([C:6]12[CH2:12][CH2:11][CH:10]1[CH2:9][N:8]([C:13]([O:15][CH2:16][C:17]1[CH:22]=[CH:21][CH:20]=[CH:19][CH:18]=1)=[O:14])[CH2:7]2)=[O:5])C.[OH-].[Na+]>C(O)C>[CH2:16]([O:15][C:13]([N:8]1[CH2:9][CH:10]2[C:6]([C:4]([OH:5])=[O:3])([CH2:12][CH2:11]2)[CH2:7]1)=[O:14])[C:17]1[CH:22]=[CH:21][CH:20]=[CH:19][CH:18]=1 |f:1.2|. Procedure: To a solution of 920 mg (2.90 mmol) of 1-ethoxycarbonyl-3-benzyloxycarbonyl-3-azabicyclo[3.2.0]heptane in ethanol (10 ml) cooled in an ice bath was added 6 ml of 1N sodium hydroxide aqueous solution, followed by 2 hours of stirring at room temperature. After neutralization with 1N hydrochloric acid aqueous solution, ethanol was evaporated. The resulting residue was mixed with 1N hydrochloric acid aqueous solution and extracted with chloroform. The organic layer was washed with saturated brine an... Reactants: [Cl-].[Na+] (sodium chloride), [H-].[Na+] (Sodium hydride), C(C1=CC=CC=C1)OC1=C(C=C(C=C1)O)F (4-benzyloxy-3-fluoro-phenol), ICC (iodoethane). Solvent: CN(C=O)C (dimethylformamide). Reaction conditions: time 15 minute. The product is C(C1=CC=CC=C1)OC1=C(C=C(C=C1)OCC)F (1-benzyloxy-4-ethoxy-2-fluoro-benzene). Yield: 95.3%. As a reaction SMILES: [H-].[Na+].[CH2:3]([O:10][C:11]1[CH:16]=[CH:15][C:14]([OH:17])=[CH:13][C:12]=1[F:18])[C:4]1[CH:9]=[CH:8][CH:7]=[CH:6][CH:5]=1.I[CH2:20][CH3:21].[Cl-].[Na+]>CN(C)C=O>[CH2:3]([O:10][C:11]1[CH:16]=[CH:15][C:14]([O:17][CH2:20][CH3:21])=[CH:13][C:12]=1[F:18])[C:4]1[CH:5]=[CH:6][CH:7]=[CH:8][CH:9]=1 |f:0.1,4.5|. Procedure: Sodium hydride (60% dispersion; 55 mg, 1.38 mmol) was added to a mixture of 4-benzyloxy-3-fluoro-phenol (Bionet Research, Camelford, Cornwall, UK; 250 mg, 1.15 mmol) in dimethylformamide (4 mL). After stirring for 15 min, iodoethane (Aldrich Chemical Company, Inc., Milwaukee, Wis., USA 215 mg, 1.38 mmol) was added and the reaction mixture was stirred overnight. Saturated sodium chloride was added to quench the reaction and the aqueous layer was extracted three times with ethyl acetate. The combi... Reactants: CO, O=C(O)c1cc(NC2CCCCC2)ncn1, Cc1cc(S(N)(=O)=O)ccc1N. Product: Cc1cc(S(N)(=O)=O)ccc1NC(=O)c1cc(NC2CCCCC2)ncn1. As a reaction SMILES: [CH3:29][OH:30].[CH:1]1([NH:7][c:8]2[cH:9][c:10]([C:14](=[O:15])[OH:16])[n:11][cH:12][n:13]2)[CH2:2][CH2:3][CH2:4][CH2:5][CH2:6]1.[NH2:17][c:18]1[c:19]([CH3:28])[cH:20][c:21]([S:24](=[O:25])(=[O:26])[NH2:27])[cH:22][cH:23]1>>[CH:1]1([NH:7][c:8]2[cH:9][c:10]([C:14](=[O:16])[NH:17][c:18]3[c:19]([CH3:28])[cH:20][c:21]([S:24](=[O:25])(=[O:26])[NH2:27])[cH:22][cH:23]3)[n:11][cH:12][n:13]2)[CH2:2][CH2:3][CH2:4][CH2:5][CH2:6]1. Reactants: N (NH3), CC1=C(C(=CC=C1)C)N(O)C(=O)OC (N-(2,6-dimethylphenyl)-N-methoxycarbonyl-hydroxylamine), C(=O)([O-])[O-].[K+].[K+] (K2CO3), S(=O)(=O)(OC)OC (dimethyl sulfate). Solvent: CC(=O)C (acetone), C(Cl)Cl (CH2Cl2). Reaction conditions: time 8 hour. Yields the product CC1=C(C(=CC=C1)C)N(OC)C(=O)OC (N-(2,6-Dimethylphenyl)-N-methoxycarbonyl-O-methyl-hydroxylamine). RXN SMILES: [CH3:1][C:2]1[CH:7]=[CH:6][CH:5]=[C:4]([CH3:8])[C:3]=1[N:9]([C:11]([O:13][CH3:14])=[O:12])[OH:10].[C:15]([O-])([O-])=O.[K+].[K+].S(OC)(OC)(=O)=O.N>CC(C)=O.C(Cl)Cl>[CH3:8][C:4]1[CH:5]=[CH:6][CH:7]=[C:2]([CH3:1])[C:3]=1[N:9]([C:11]([O:13][CH3:14])=[O:12])[O:10][CH3:15] |f:1.2.3|. Reported procedure: A mixture of 1.4 g (7.2 mmol) of N-(2,6-dimethylphenyl)-N-methoxycarbonyl-hydroxylamine (Example 1a), 1.3 g (9 mmol) of K2CO3 and 10 g (8 mmol) of dimethyl sulfate in 10 ml of acetone is stirred overnight at room temperature. The reaction mixture is then diluted with CH2Cl2 and stirred with dilute NH3 solution. The phases are then separated and the organic phase is extracted another twice with water. The organic phase is dried over MgSO4 and evaporated down, and the residue is purified by column... The reactants are C(C)(C)(C)OC(=O)N1C2C(C(C1)OC1=CC=CC=C1)N(CC2)C(C(C(C)C)NC(=O)OCC2=CC=CC=C2)=O (4-(2-Benzyloxycarbonylamino-3-methyl-butyryl)-3-phenoxy-hexahydro-pyrrolo[3,2-b]pyrrole-1-carboxylic acid tert-butyl ester), Pd on-carbon. The solvent is CO (MeOH). Run at time 2 hour. The product is C(C)(C)(C)OC(=O)N1C2C(C(C1)OC1=CC=CC=C1)N(CC2)C(C(C(C)C)N)=O (4-(2-Amino-3-methyl-butyryl)-3-phenoxy-hexahydro-pyrrolo[3,2-b]pyrrole-1-carboxylic acid tert-butyl ester). Reaction SMILES: [C:1]([O:5][C:6]([N:8]1[CH2:12][CH:11]([O:13][C:14]2[CH:19]=[CH:18][CH:17]=[CH:16][CH:15]=2)[CH:10]2[N:20]([C:23](=[O:39])[CH:24]([NH:28]C(OCC3C=CC=CC=3)=O)[CH:25]([CH3:27])[CH3:26])[CH2:21][CH2:22][CH:9]12)=[O:7])([CH3:4])([CH3:3])[CH3:2]>CO>[C:1]([O:5][C:6]([N:8]1[CH2:12][CH:11]([O:13][C:14]2[CH:15]=[CH:16][CH:17]=[CH:18][CH:19]=2)[CH:10]2[N:20]([C:23](=[O:39])[CH:24]([NH2:28])[CH:25]([CH3:26])[CH3:27])[CH2:21][CH2:22][CH:9]12)=[O:7])([CH3:3])([CH3:2])[CH3:4]. Reported procedure: A 500 mL Parr bottle was charged with crude 14 (410 mg, 0.76 mmol) and 10% Pd-on-carbon (50 mg) in reagent grade MeOH (10 mL). The mixture was pressurized to 50 PSI H2 then shaken for 2 h. The catalyst was removed by filtration through Celite® and the solids were washed with MeOH and EtOAc. The filtrate was concentrated in vacuo to afford 307 mg (quant.) of 15 which was used without further purification. The reactants are CCOCC, Cn1nc(C(F)F)c(CO)c1Cl, O, BrP(Br)Br. Product: Cn1nc(C(F)F)c(CBr)c1Cl. Reaction SMILES: [CH3:18][CH2:19][O:20][CH2:21][CH3:22].[Cl:1][c:2]1[c:3]([CH2:11][OH:12])[c:4]([CH:8]([F:9])[F:10])[n:5][n:6]1[CH3:7].[OH2:17].[P:13]([Br:14])([Br:15])[Br:16]>>[Cl:1][c:2]1[c:3]([CH2:11][Br:14])[c:4]([CH:8]([F:9])[F:10])[n:5][n:6]1[CH3:7]. Starting materials: O, O=S(=O)(O)O, Cc1ccc(C(=O)c2noc(CC(=O)OC(C)C)n2)cc1. Yields the product Cc1ccc(C(=O)c2noc(CC(=O)O)n2)cc1. RXN SMILES: [OH2:27].[S:22](=[O:23])(=[O:24])([OH:25])[OH:26].[c:1]1([CH3:21])[cH:2][cH:3][c:4]([C:7](=[O:8])[c:9]2[n:10][o:11][c:12]([CH2:14][C:15](=[O:16])[O:17][CH:18]([CH3:19])[CH3:20])[n:13]2)[cH:5][cH:6]1>>[c:1]1([CH3:21])[cH:2][cH:3][c:4]([C:7](=[O:8])[c:9]2[n:10][o:11][c:12]([CH2:14][C:15](=[O:16])[OH:17])[n:13]2)[cH:5][cH:6]1.